Dataset: the Open Reaction Database (ORD), a public repository of structured organic reaction records. Task: describe an organic reaction: reactants, conditions, products, and yield The reactants are Cl.CN(CCCN=C=NCC)C (1-(3-dimethylaminopropyl)-3-ethylcarbodiimide hydrochloride), OC1=CC=CC=2NN=NC21 (hydroxybenzotriazole), N1(CCCCC1)C1=C(N)C=CC=C1 (2-piperidinoaniline), C(#N)C1=CC=C(N1)C(=O)O (5-cyano-1H-pyrrole-2-carboxylic acid). Solvent: ClCCl (dichloromethane), [Cl-].[Na+].O (brine). Run at time 6.5 hour. The product is N1(CCCCC1)C1=C(C=CC=C1)NC(=O)C=1NC(=CC1)C#N (5-Cyano-1H-pyrrole-2-carboxylic acid (2-piperidin-1-yl-phenyl)-amide). Isolated yield 45.3%. RXN SMILES: [C:1]([C:3]1[NH:7][C:6]([C:8]([OH:10])=O)=[CH:5][CH:4]=1)#[N:2].Cl.CN(C)CCCN=C=NCC.OC1C2N=NNC=2C=CC=1.[N:33]1([C:39]2[CH:45]=[CH:44][CH:43]=[CH:42][C:40]=2[NH2:41])[CH2:38][CH2:37][CH2:36][CH2:35][CH2:34]1>ClCCl.[Cl-].[Na+].O>[N:33]1([C:39]2[CH:45]=[CH:44][CH:43]=[CH:42][C:40]=2[NH:41][C:8]([C:6]2[NH:7][C:3]([C:1]#[N:2])=[CH:4][CH:5]=2)=[O:10])[CH2:38][CH2:37][CH2:36][CH2:35][CH2:34]1 |f:1.2,6.7.8|. Reported procedure: To 24.5 mg (0.180 mmol) 5-cyano-1H-pyrrole-2-carboxylic acid (as prepared in the previous step) in dichloromethane (10 mL) was added 53 mg (0.28 mmol) of 1-(3-dimethylaminopropyl)-3-ethylcarbodiimide hydrochloride (EDCI), hydroxybenzotriazole (HOBt, 30 mg, 0.22 mmol), and 2-piperidinoaniline (38 mg, 0.22 mmol) and the mixture stirred for 6.5 h at RT. The mixture was poured into brine (50 mL) and extracted with dichloromethane (3×20 mL). The organic layers were washed with brine (20 mL), dried ov... The solvent is CN(C=O)C (dimethylformamide), CN(C=O)C (dimethylformamide). The reactants are [N+](=O)([O-])C=1C=C2NC(C(NC2=CC1)=O)=O (6-nitro-2,3-dioxo-1,2,3,4-tetrahydroquinoxaline), [H-].[Na+] (sodium hydride), COC(C1=CC(=CC=C1)CBr)=O (3-bromomethylbenzoic acid methyl ester). The yield is 11.9%. Yields the product COC(C1=CC(=CC=C1)CN1C(C(NC2=CC(=CC=C12)[N+](=O)[O-])=O)=O)=O (3-(6-nitro-2,3-dioxo-1,2,3,4-tetrahydroquinoxalin-1-yl-methyl) benzoic acid methyl ester). Procedure: Under an N2 stream and exclusion of moisture, 1.03 g (5 millimoles) of 6-nitro-2,3-dioxo-1,2,3,4-tetrahydroquinoxaline is combined with 50 ml of dimethylformamide at room temperature. To this mixture is added 330 mg (11 mmol) of sodium hydride (80% strength) in 3 portions. The mixture is then stirred for one hour at room temperature. To this mixture is added dropwise 1.26 g (5.5 mmol) of 3-bromomethylbenzoic acid methyl ester in 5 ml of dimethylformamide, and the mixture is further stirred for 3... As a reaction SMILES: [N+:1]([C:4]1[CH:5]=[C:6]2[C:11](=[CH:12][CH:13]=1)[NH:10][C:9](=[O:14])[C:8](=[O:15])[NH:7]2)([O-:3])=[O:2].[H-].[Na+].[CH3:18][O:19][C:20](=[O:29])[C:21]1[CH:26]=[CH:25][CH:24]=[C:23]([CH2:27]Br)[CH:22]=1>CN(C)C=O>[CH3:18][O:19][C:20](=[O:29])[C:21]1[CH:26]=[CH:25][CH:24]=[C:23]([CH2:27][N:10]2[C:11]3[C:6](=[CH:5][C:4]([N+:1]([O-:3])=[O:2])=[CH:13][CH:12]=3)[NH:7][C:8](=[O:15])[C:9]2=[O:14])[CH:22]=1 |f:1.2|. Reaction conditions: time 1 hour. Reactants: C=CCBr, O=C([O-])[O-], Cn1c(C(F)(F)F)cc(=O)n(-c2ccc3nc(C(F)(F)F)[nH]c3c2)c1=O, CN(C)C=O, [K+], [K+], O. Product: C=CCn1c(C(F)(F)F)nc2ccc(-n3c(=O)cc(C(F)(F)F)n(C)c3=O)cc21. As a reaction SMILES: [Br:33][CH2:34][CH:35]=[CH2:36].[C:27](=[O:28])([O-:29])[O-:30].[CH3:1][n:2]1[c:3](=[O:4])[n:5](-[c:14]2[cH:15][c:16]3[c:17]([n:18][c:19]([C:21]([F:22])([F:23])[F:24])[nH:20]3)[cH:25][cH:26]2)[c:6](=[O:7])[cH:8][c:9]1[C:10]([F:11])([F:12])[F:13].[CH3:38][N:39]([CH3:40])[CH:41]=[O:42].[K+:31].[K+:32].[OH2:37]>>[CH3:1][n:2]1[c:3](=[O:4])[n:5](-[c:14]2[cH:15][c:16]3[c:17]([n:18][c:19]([C:21]([F:22])([F:23])[F:24])[n:20]3[CH2:36][CH:35]=[CH2:34])[cH:25][cH:26]2)[c:6](=[O:7])[cH:8][c:9]1[C:10]([F:11])([F:12])[F:13]. Reactants: O.NN (Hydrazine hydrate), ClC1=C(C(=CC=C1C)Cl)NC1=C(C=CC=C1)C(N)=S (2-[(2,6-dichloro-3-methylphenyl)amino]-benzene thioamide). The solvent is CO (methanol). Conditions: time 5 hour. The product is ClC1=C(C(=CC=C1C)Cl)NC1=C(C=CC=C1)C(=N)NN (2-[(2,6-Dichloro-3-methylphenyl)amino]-benzene carboximidic acid, hydrazide). Yield: 68.0%. Reaction SMILES: O.[NH2:2][NH2:3].[Cl:4][C:5]1[C:10]([CH3:11])=[CH:9][CH:8]=[C:7]([Cl:12])[C:6]=1[NH:13][C:14]1[CH:19]=[CH:18][CH:17]=[CH:16][C:15]=1[C:20](=S)[NH2:21]>CO>[Cl:4][C:5]1[C:10]([CH3:11])=[CH:9][CH:8]=[C:7]([Cl:12])[C:6]=1[NH:13][C:14]1[CH:19]=[CH:18][CH:17]=[CH:16][C:15]=1[C:20]([NH:2][NH2:3])=[NH:21] |f:0.1|. Reported procedure: Hydrazine hydrate (430 μl) is added dropwise to a room temperature solution of 2-[(2,6-dichloro-3-methylphenyl)amino]-benzene thioamide (1.71 g, 5.48 mmol) in 30 ml of methanol. The solution is stirred at room temperature under nitrogen for five hours, then concentrated in vacuo to half its original volume. This material is chromatographed, eluting with ethyl acetate:hexane (gradient of 1:1 to 3:1) to give 1.15 g (68%) of a glassy pale yellow solid. This material darkens and softens after two da... Reactants: ClCC1=NC(=NO1)C=1N=CN2C1[C@H]1N(C(C3=C2C=CC=C3)=O)CCC1 ((S)-1-(5-chloromethyl-1,2,4-oxadiazol-3-yl)-11,12,13,13a-tetrahydro-9H-imidazo[1,5-a]pyrrolo[2,1-c][1,4]benzodiazepin-9-one), C(CCC)NCCCC (dibutylamine). Run in CN(C=O)C (N,N-dimethylformamide). Run at time 3 hour. Product: C(CCC)N(CCCC)CC1=NC(=NO1)C=1N=CN2C1[C@H]1N(C(C3=C2C=CC=C3)=O)CCC1 ((S)-1-(5-dibutylaminomethyl-1,2,4-oxadiazol-3-yl)-11,12,13,13a-tetrahydro-9H-imidazo[1,5-a]pyrrolo[2,1-c][1,4]benzodiazepin-9-one). The yield is 81.4%. Reaction SMILES: Cl[CH2:2][C:3]1[O:7][N:6]=[C:5]([C:8]2[N:9]=[CH:10][N:11]3[C:17]4[CH:18]=[CH:19][CH:20]=[CH:21][C:16]=4[C:15](=[O:22])[N:14]4[CH2:23][CH2:24][CH2:25][C@H:13]4[C:12]=23)[N:4]=1.[CH2:26]([NH:30][CH2:31][CH2:32][CH2:33][CH3:34])[CH2:27][CH2:28][CH3:29]>CN(C)C=O>[CH2:26]([N:30]([CH2:2][C:3]1[O:7][N:6]=[C:5]([C:8]2[N:9]=[CH:10][N:11]3[C:17]4[CH:18]=[CH:19][CH:20]=[CH:21][C:16]=4[C:15](=[O:22])[N:14]4[CH2:23][CH2:24][CH2:25][C@H:13]4[C:12]=23)[N:4]=1)[CH2:31][CH2:32][CH2:33][CH3:34])[CH2:27][CH2:28][CH3:29]. Reported procedure: A solution of 711 mg (2.0 mmol) of (S)-1-(5-chloromethyl-1,2,4-oxadiazol-3-yl)-11,12,13,13a-tetrahydro-9H-imidazo[1,5-a]pyrrolo[2,1-c][1,4]benzodiazepin-9-one in 10 ml of N,N-dimethylformamide was treated with 1.0 ml (6.0 mmol) of dibutylamine and stirred at room temperature under argon for 3 hrs. The solution was evaporated, the residue was triturated in 10 ml of water and the crystals were filtered off under suction. The crude product was dissolved in methylene chloride, the solution was dried... Starting materials: N1N=C(C=C1)C1=CC=C(C=C1)C(=O)N1CC=2N(CC3=C1C=CC=C3)C=CC2 ([4-(1H-pyrazol-3-yl)-phenyl]-(5H,11H-pyrrolo[2,1-c][1,4]benzodiazepin-10-yl)-methanone), C(C)(=O)OC(C)=O (acetic anhydride), O (water). The solvent is N1=CC=CC=C1 (pyridine). Conditions: time 18 hour. Product: C=1C=CN2C1CN(C1=C(C2)C=CC=C1)C(=O)C1=CC=C(C=C1)C1=NN(C=C1)C(C)=O (1-{3-[4-(5H,11H-Pyrrolo[2,1-c][1,4]benzodiazepine-10-carbonyl)-phenyl]-pyrazol-1-yl}-ethanone). Yield: 82.2%. As a reaction SMILES: [NH:1]1[CH:5]=[CH:4][C:3]([C:6]2[CH:11]=[CH:10][C:9]([C:12]([N:14]3[C:20]4[CH:21]=[CH:22][CH:23]=[CH:24][C:19]=4[CH2:18][N:17]4[CH:25]=[CH:26][CH:27]=[C:16]4[CH2:15]3)=[O:13])=[CH:8][CH:7]=2)=[N:2]1.[C:28](OC(=O)C)(=[O:30])[CH3:29].O>N1C=CC=CC=1>[CH:27]1[CH:26]=[CH:25][N:17]2[CH2:18][C:19]3[CH:24]=[CH:23][CH:22]=[CH:21][C:20]=3[N:14]([C:12]([C:9]3[CH:10]=[CH:11][C:6]([C:3]4[CH:4]=[CH:5][N:1]([C:28](=[O:30])[CH3:29])[N:2]=4)=[CH:7][CH:8]=3)=[O:13])[CH2:15][C:16]=12. Procedure details: To a solution of [4-(1H-pyrazol-3-yl)-phenyl]-(5H,11H-pyrrolo[2,1-c][1,4]benzodiazepin-10-yl)-methanone (0.50 g) in dry pyridine (10 ml) was added acetic anhydride (0.20 g). After stirring at room temperature for 18 hours the reaction mixture was poured into water and the precipitate was collected by filtration. The crude product was dissolved in dichloromethane and dried over anhydrous sodium sulfate. This solution was filtered through a short column of hydrous sodium magnesium silicate, elutin... The reactants are CO, COC(=O)c1cc(Oc2nc3cc(-c4ccc(-c5ccc(=O)n(C)c5)cc4)c(Cl)cc3[nH]2)ccc1C, [Na+], [OH-]. The product is Cc1ccc(Oc2nc3cc(-c4ccc(-c5ccc(=O)n(C)c5)cc4)c(Cl)cc3[nH]2)cc1C(=O)O. RXN SMILES: [CH3:39][OH:40].[Cl:1][c:2]1[c:3](-[c:23]2[cH:24][cH:25][c:26](-[c:29]3[cH:30][n:31]([CH3:36])[c:32](=[O:35])[cH:33][cH:34]3)[cH:27][cH:28]2)[cH:4][c:5]2[c:6]([nH:7][c:8]([O:10][c:11]3[cH:12][cH:13][c:14]([CH3:21])[c:15]([C:16](=[O:17])[O:18][CH3:19])[cH:20]3)[n:9]2)[cH:22]1.[Na+:38].[OH-:37]>>[Cl:1][c:2]1[c:3](-[c:23]2[cH:24][cH:25][c:26](-[c:29]3[cH:30][n:31]([CH3:36])[c:32](=[O:35])[cH:33][cH:34]3)[cH:27][cH:28]2)[cH:4][c:5]2[c:6]([nH:7][c:8]([O:10][c:11]3[cH:12][cH:13][c:14]([CH3:21])[c:15]([C:16](=[O:17])[OH:18])[cH:20]3)[n:9]2)[cH:22]1. Starting materials: C1(=CC=CC=C1)C(COCC(=O)O)C (2-(2-phenyl-1-propoxy)acetic acid), C(C(=O)Cl)(=O)Cl (oxalyl chloride), [OH-].[NH4+] (ammonium hydroxide). RXN SMILES: [C:1]1([CH:7]([CH3:14])[CH2:8][O:9][CH2:10][C:11](O)=[O:12])[CH:6]=[CH:5][CH:4]=[CH:3][CH:2]=1.C(Cl)(=O)C(Cl)=O.[OH-].[NH4+:22]>C1(C)C=CC=CC=1>[C:1]1([CH:7]([CH3:14])[CH2:8][O:9][CH2:10][C:11]([NH2:22])=[O:12])[CH:6]=[CH:5][CH:4]=[CH:3][CH:2]=1 |f:2.3|. Reported procedure: The subtitle compound (4.39 g) was prepared according to the procedure in example 5 part b using 2-(2-phenyl-1-propoxy)acetic acid (5.0 g), oxalyl chloride 4.5 ml), concentrated ammonium hydroxide (20 ml), and toluene (30 ml). Run in C1(=CC=CC=C1)C (toluene). Product: C1(=CC=CC=C1)C(COCC(=O)N)C (2-(2-Phenyl-1-propoxy)acetamide). Starting materials: COC(=O)C(O)CN1CC(O[Si](C)(C)C(C)(C)C)C1, C1CCOC1, CCOC(C)=O, Clc1cccc(Cl)c1-n1ncc2c(Cl)ncnc21, [H-], [Na+], O, O=C(O)CC(O)(CC(=O)O)C(=O)O. Yields the product COC(=O)C(CN1CC(O[Si](C)(C)C(C)(C)C)C1)Oc1ncnc2c1cnn2-c1c(Cl)cccc1Cl. Reaction SMILES: [C:3]([CH3:4])([CH3:5])([CH3:6])[Si:7]([O:8][CH:9]1[CH2:10][N:11]([CH2:13][CH:14]([C:15](=[O:16])[O:17][CH3:18])[OH:19])[CH2:12]1)([CH3:20])[CH3:21].[CH2:53]1[O:54][CH2:55][CH2:56][CH2:57]1.[CH3:59][CH2:60][O:61][C:62]([CH3:63])=[O:64].[Cl:22][c:23]1[c:24]2[c:25]([n:26][cH:27][n:28]1)[n:29](-[c:32]1[c:33]([Cl:39])[cH:34][cH:35][cH:36][c:37]1[Cl:38])[n:30][cH:31]2.[H-:1].[Na+:2].[OH2:58].[OH:40][C:41]([CH2:42][C:43]([C:44](=[O:45])[OH:46])([CH2:47][C:48](=[O:49])[OH:50])[OH:51])=[O:52]>>[C:3]([CH3:4])([CH3:5])([CH3:6])[Si:7]([O:8][CH:9]1[CH2:10][N:11]([CH2:13][CH:14]([C:15](=[O:16])[O:17][CH3:18])[O:19][c:23]2[c:24]3[c:25]([n:26][cH:27][n:28]2)[n:29](-[c:32]2[c:33]([Cl:39])[cH:34][cH:35][cH:36][c:37]2[Cl:38])[n:30][cH:31]3)[CH2:12]1)([CH3:20])[CH3:21].